Task: describe an organic reaction: reactants, conditions, products, and yield. Dataset: the Open Reaction Database (ORD), a public repository of structured organic reaction records Starting materials: COC(C1=CC(=C(C=C1)OCCN1CCN(CC1)CCC(C)(C)C)C)=O (4-{2-[4-(3,3-Dimethyl-butyl)-piperazin-1-yl]-ethoxy}-3-methyl-benzoic acid methyl ester), [OH-].[Na+] (NaOH). The solvent is O1CCOCC1 (dioxan). The product is CC(CCN1CCN(CC1)CCOC1=C(C=C(C(=O)O)C=C1)C)(C)C (4-{2-[4-(3,3-Dimethyl-butyl)-piperazin-1-yl]-ethoxy}-3-methyl-benzoic Acid). Yield: 100.0%. Reaction SMILES: C[O:2][C:3](=[O:26])[C:4]1[CH:9]=[CH:8][C:7]([O:10][CH2:11][CH2:12][N:13]2[CH2:18][CH2:17][N:16]([CH2:19][CH2:20][C:21]([CH3:24])([CH3:23])[CH3:22])[CH2:15][CH2:14]2)=[C:6]([CH3:25])[CH:5]=1.[OH-].[Na+]>O1CCOCC1>[CH3:22][C:21]([CH3:24])([CH3:23])[CH2:20][CH2:19][N:16]1[CH2:17][CH2:18][N:13]([CH2:12][CH2:11][O:10][C:7]2[CH:8]=[CH:9][C:4]([C:3]([OH:26])=[O:2])=[CH:5][C:6]=2[CH3:25])[CH2:14][CH2:15]1 |f:1.2|. Procedure: 4-{2-[4-(3,3-Dimethyl-butyl)-piperazin-1-yl]-ethoxy}-3-methyl-benzoic acid methyl ester from Example E40.3 (42 mg, 0.12 mmol) was dissolved in dioxan (5 ml) and 1M NaOH (1 ml) was added. The mixture was heated at reflux for 2 h then solvents were concentrated in vacuo. The residue was dissolved in EtOAc, washed with saturated NaHCO3, water then brine, dried and concentrated in vacuo to yield the title compound (40 mg, 100%). Reactants: FC(C1=CC=C(C(=O)O)C=C1)(F)F (4-(trifluoromethyl)benzoic acid), CC=1C=CC(=C2CCCC12)OC1=CC=C(C=N1)N (6-[(7-methyl-2,3-dihydro-1H-inden-4-yl)oxy]-3-pyridinylamine). Product: NC=1C=CC(=NC1)OC1=C2CCC(C2=CC=C1)=O (4-[(5-amino-2-pyridinyl)oxy]-1-indanone). As a reaction SMILES: FC(F)(F)C1C=CC(C(O)=[O:8])=CC=1.C[C:15]1[CH:16]=[CH:17][C:18]([O:24][C:25]2[N:30]=[CH:29][C:28]([NH2:31])=[CH:27][CH:26]=2)=[C:19]2[C:23]=1[CH2:22][CH2:21][CH2:20]2>>[NH2:31][C:28]1[CH:27]=[CH:26][C:25]([O:24][C:18]2[CH:17]=[CH:16][CH:15]=[C:23]3[C:19]=2[CH2:20][CH2:21][C:22]3=[O:8])=[N:30][CH:29]=1. Procedure details: According to the same manner as that described in Example 1 except for using an equimolar amount of 4-(trifluoromethyl)benzoic acid in place of 3,4-dichlorobenzoic acid and using an equimolar amount of 6-[(7-methyl-2,3-dihydro-1H-inden-4-yl)oxy]-3-pyridinylamine obtained in Reference Example 29 in place of 4-[(5-amino-2-pyridinyl)oxy]-1-indanone, the reaction was carried out to obtain the titled compound. Starting materials: ClC1=CC(=C(C=C1)N1N=C(N(C1=O)C(F)F)C)F (1-(4-chloro-2-fluorophenyl)-4-difluoromethyl-4,5-dihydro-3-methyl-5-oxo-1H-1,2,4-triazole), IN1C(CCC1=O)=O (N-iodosuccinimide). The solvent is S(O)(O)(=O)=O (sulfuric acid). Conditions: time 30 minute. Yields the product ClC1=CC(=C(C=C1I)N1N=C(N(C1=O)C(F)F)C)F (1-(4-chloro-2-fluoro-5-iodophenyl)-4-difluoromethyl-4,5-dihydro-3-methyl-5-oxo-1H-1,2,4-triazole). Isolated yield 82.6%. Reaction SMILES: [Cl:1][C:2]1[CH:7]=[CH:6][C:5]([N:8]2[C:12](=[O:13])[N:11]([CH:14]([F:16])[F:15])[C:10]([CH3:17])=[N:9]2)=[C:4]([F:18])[CH:3]=1.[I:19]N1C(=O)CCC1=O>S(=O)(=O)(O)O>[Cl:1][C:2]1[C:7]([I:19])=[CH:6][C:5]([N:8]2[C:12](=[O:13])[N:11]([CH:14]([F:15])[F:16])[C:10]([CH3:17])=[N:9]2)=[C:4]([F:18])[CH:3]=1. Procedure details: To a stirred solution of 1.0 gram (0.0036 mole—1.0 equiv.) of 1-(4-chloro-2-fluorophenyl)-4-difluoromethyl-4,5-dihydro-3-methyl-5-oxo-1H-1,2,4-triazole in 10 mL of concentrated sulfuric acid (% wt/vol. triazole to solvent—10%) was added in small portions 0.972 gram (0.0043 mole—1.2 equiv.) of N-iodosuccinimide. Upon completion of the addition the reaction mixture was stirred at ambient temperature and in absence of light for 30 minutes. After this time thin layer chromatographic (TLC) analysis o... Procedure details: (S)-Methyl 3-hydroxyhexadecanoate (1.0 g) was dissolved in a solution of 40% methylamine in methanol (15 ml). This mixture was stirred at room temperature for 2 hours. The resulting crystalline solid was collected by filtration to give (S)-N-methyl-3-hydroxyhexadecanamide (0.71 g). Run at time 2 hour. The reactants are O[C@H](CC(=O)OC)CCCCCCCCCCCCC ((S)-Methyl 3-hydroxyhexadecanoate), CN (methylamine). RXN SMILES: [OH:1][C@@H:2]([CH2:8][CH2:9][CH2:10][CH2:11][CH2:12][CH2:13][CH2:14][CH2:15][CH2:16][CH2:17][CH2:18][CH2:19][CH3:20])[CH2:3][C:4](OC)=[O:5].[CH3:21][NH2:22]>CO>[CH3:21][NH:22][C:4](=[O:5])[CH2:3][C@@H:2]([OH:1])[CH2:8][CH2:9][CH2:10][CH2:11][CH2:12][CH2:13][CH2:14][CH2:15][CH2:16][CH2:17][CH2:18][CH2:19][CH3:20]. The product is CNC(C[C@H](CCCCCCCCCCCCC)O)=O ((S)-N-methyl-3-hydroxyhexadecanamide). The solvent is CO (methanol).